From a dataset of the Open Reaction Database (ORD), a public repository of structured organic reaction records. describe an organic reaction: reactants, conditions, products, and yield The reactants are CC(C)(C)O, CN(C)c1ccncc1, C(=NC1CCCCC1)=NC1CCCCC1, C1CCOC1, O=C(NC(CSC(c1ccccc1)(c1ccccc1)c1ccccc1)C(=O)O)OCC1c2ccccc2-c2ccccc21. The product is CC(C)(C)OC(=O)C(CSC(c1ccccc1)(c1ccccc1)c1ccccc1)NC(=O)OCC1c2ccccc2-c2ccccc21. As a reaction SMILES: [C:44]([CH3:45])([CH3:46])([CH3:47])[OH:48].[CH3:64][N:65]([CH3:66])[c:67]1[cH:68][cH:69][n:70][cH:71][cH:72]1.[CH:49]1([N:50]=[C:51]=[N:52][CH:53]2[CH2:54][CH2:55][CH2:56][CH2:57][CH2:58]2)[CH2:59][CH2:60][CH2:61][CH2:62][CH2:63]1.[O:73]1[CH2:74][CH2:75][CH2:76][CH2:77]1.[cH:1]1[cH:2][cH:3][cH:4][c:5]2[c:13]1[CH:12]([CH2:14][O:15][C:16](=[O:17])[NH:18][CH:19]([C:20](=[O:21])[OH:22])[CH2:23][S:24][C:25]([c:26]1[cH:27][cH:28][cH:29][cH:30][cH:31]1)([c:32]1[cH:33][cH:34][cH:35][cH:36][cH:37]1)[c:38]1[cH:39][cH:40][cH:41][cH:42][cH:43]1)[c:11]1[c:6]-2[cH:7][cH:8][cH:9][cH:10]1>>[cH:1]1[cH:2][cH:3][cH:4][c:5]2[c:13]1[CH:12]([CH2:14][O:15][C:16](=[O:17])[NH:18][CH:19]([C:20]([O:21][C:44]([CH3:45])([CH3:46])[CH3:47])=[O:22])[CH2:23][S:24][C:25]([c:26]1[cH:27][cH:28][cH:29][cH:30][cH:31]1)([c:32]1[cH:33][cH:34][cH:35][cH:36][cH:37]1)[c:38]1[cH:39][cH:40][cH:41][cH:42][cH:43]1)[c:11]1[c:6]-2[cH:7][cH:8][cH:9][cH:10]1. Reaction conditions: temperature 95 celsius. As a reaction SMILES: CS(O[C@@H:6]1[CH2:11][CH2:10][O:9][CH2:8][C@H:7]1[NH:12][C:13]([O:15][C:16]([CH3:19])([CH3:18])[CH3:17])=[O:14])(=O)=O.[N-:20]=[N+:21]=[N-:22].[Na+].C([O-])(=O)C.[Na+]>CN(C=O)C>[N:20]([C@H:6]1[CH2:11][CH2:10][O:9][CH2:8][C@H:7]1[NH:12][C:13](=[O:14])[O:15][C:16]([CH3:19])([CH3:18])[CH3:17])=[N+:21]=[N-:22] |f:1.2,3.4|. The reactants are CS(=O)(=O)O[C@H]1[C@@H](COCC1)NC(=O)OC(C)(C)C ((3R,4R)-3-((tert-butoxycarbonyl)amino)tetrahydro-2H-pyran-4-yl methanesulfonate), [N-]=[N+]=[N-].[Na+] (sodium azide), C(C)(=O)[O-].[Na+] (sodium acetate). Isolated yield 99.7%. Product: N(=[N+]=[N-])[C@@H]1[C@@H](COCC1)NC(OC(C)(C)C)=O (tert-butyl ((3S,4S)-4-azidotetrahydro-2H-pyran-3-yl)carbamate). Procedure: (3R,4R)-3-((tert-butoxycarbonyl)amino)tetrahydro-2H-pyran-4-yl methanesulfonate (2.2 g, 7.45 mmol), sodium azide (0.968 g, 14.90 mmol) and sodium acetate (1.222 g, 14.90 mmol) were taken up in DMF (15 ml). The reaction mixture was heated to 95° C. overnight. The reaction mixture was removed from heat and 20 ml of water was added and stirred while cooling. The reaction mixture was extracted with EtOAc. The organic layers were combined and washed with water. The organics were dried and solvent rem... Run in CN(C)C=O (DMF). Reactants: C(C1=CC=CC=C1)OC=1C=C2C(=C(NC2=CC1)Br)CCN1C(C2=CC=CC=C2C1=O)=O (2-[2-(5-benzyloxy-2-bromo-1H-indol-3-yl)ethyl]isoindole-1,3-dione), [Cl-].[Li+] (lithium chloride), CC=1C=C(C=C(C1)C)B(O)O (3,5-dimethylphenyl boronic acid), C([O-])([O-])=O.[Na+].[Na+] (sodium carbonate). Reagents/catalysts: C=1C=CC(=CC1)[P](C=2C=CC=CC2)(C=3C=CC=CC3)[Pd]([P](C=4C=CC=CC4)(C=5C=CC=CC5)C=6C=CC=CC6)([P](C=7C=CC=CC7)(C=8C=CC=CC8)C=9C=CC=CC9)[P](C=1C=CC=CC1)(C=1C=CC=CC1)C=1C=CC=CC1 (tetrakis(triphenylphosphine)palladium). The solvent is C(C)O (ethanol), C1(=CC=CC=C1)C (toluene). Product: C(C1=CC=CC=C1)OC=1C=C2C(=C(NC2=CC1)C1=CC(=CC(=C1)C)C)CCN1C(C2=CC=CC=C2C1=O)=O (2-[2-[5-benzyloxy-2-(3,5-dimethylphenyl)-1H-indol-3-yl]ethyl]isoindole-1,3-dione). As a reaction SMILES: [CH2:1]([O:8][C:9]1[CH:10]=[C:11]2[C:15](=[CH:16][CH:17]=1)[NH:14][C:13](Br)=[C:12]2[CH2:19][CH2:20][N:21]1[C:29](=[O:30])[C:28]2[C:23](=[CH:24][CH:25]=[CH:26][CH:27]=2)[C:22]1=[O:31])[C:2]1[CH:7]=[CH:6][CH:5]=[CH:4][CH:3]=1.[CH3:32][C:33]1[CH:34]=[C:35](B(O)O)[CH:36]=[C:37]([CH3:39])[CH:38]=1.C(=O)([O-])[O-].[Na+].[Na+].[Cl-].[Li+]>C(O)C.C1(C)C=CC=CC=1.C1C=CC([P]([Pd]([P](C2C=CC=CC=2)(C2C=CC=CC=2)C2C=CC=CC=2)([P](C2C=CC=CC=2)(C2C=CC=CC=2)C2C=CC=CC=2)[P](C2C=CC=CC=2)(C2C=CC=CC=2)C2C=CC=CC=2)(C2C=CC=CC=2)C2C=CC=CC=2)=CC=1>[CH2:1]([O:8][C:9]1[CH:10]=[C:11]2[C:15](=[CH:16][CH:17]=1)[NH:14][C:13]([C:35]1[CH:36]=[C:37]([CH3:39])[CH:38]=[C:33]([CH3:32])[CH:34]=1)=[C:12]2[CH2:19][CH2:20][N:21]1[C:29](=[O:30])[C:28]2[C:23](=[CH:24][CH:25]=[CH:26][CH:27]=2)[C:22]1=[O:31])[C:2]1[CH:7]=[CH:6][CH:5]=[CH:4][CH:3]=1 |f:2.3.4,5.6,^1:64,66,85,104|. Procedure details: To a solution of 2-[2-(5-benzyloxy-2-bromo-1H-indol-3-yl)ethyl]isoindole-1,3-dione (500 mg in a mixture of 6 mL ethanol and 16 mL toluene) was added 3,5-dimethylphenyl boronic acid (205 mg) followed by 2.7 mL of 1M sodium carbonate. To the stirred solution was added lithium chloride (156 mg) followed by tetrakis(triphenylphosphine)palladium (78 mg) and the mixture heated to reflux on an oil bath. After 2 hours the mixture was cooled to room temperature and concentrated in vacuo. Purification by ... Starting materials: CCCOc1ccccc1C(=N)OC, CCO, N, COS(=O)(=O)O. The product is CCCOc1ccccc1C(=N)N, COS(=O)(=O)O. RXN SMILES: [CH2:7]([CH2:8][CH3:9])[O:10][c:11]1[c:12]([C:13]([O:14][CH3:15])=[NH:16])[cH:17][cH:18][cH:19][cH:20]1.[CH3:22][CH2:23][OH:24].[NH3:21].[S:1](=[O:2])(=[O:3])([O:4][CH3:5])[OH:6]>>[CH2:7]([CH2:8][CH3:9])[O:10][c:11]1[c:12]([C:13](=[NH:16])[NH2:21])[cH:17][cH:18][cH:19][cH:20]1.[S:1](=[O:2])(=[O:3])([O:4][CH3:5])[OH:6]. The reactants are FC=1C=C(C=CC1C)C([C@H]1N(CCC1)C(=O)OC(C)(C)C)OC(=S)N1C=NC=C1 (Tert-butyl (2S)-2-{(3-fluoro-4-methylphenyl)[(1H-imidazol-1-yl carbonothioyl)oxy]methyl}pyrrolidine-1-carboxylate), O (Water), Example 1 ( 1c ), C(CCC)[SnH](CCCC)CCCC (tributyl tin hydride), N(=NC(C#N)(C)C)C(C#N)(C)C (2,2′-azobis(isobutyronitrile)). The solvent is C1(=CC=CC=C1)C (toluene). The product is FC=1C=C(C[C@H]2N(CCC2)C(=O)OC(C)(C)C)C=CC1C (Tert-butyl (2S)-2-(3-fluoro-4-methylbenzyl)pyrrolidine-1-carboxylate). Yield: 57.0%. Reaction SMILES: [F:1][C:2]1[CH:3]=[C:4]([CH:9](OC(N2C=CN=C2)=S)[C@@H:10]2[CH2:14][CH2:13][CH2:12][N:11]2[C:15]([O:17][C:18]([CH3:21])([CH3:20])[CH3:19])=[O:16])[CH:5]=[CH:6][C:7]=1[CH3:8].C([SnH](CCCC)CCCC)CCC.N(C(C)(C)C#N)=NC(C)(C)C#N.O>C1(C)C=CC=CC=1>[F:1][C:2]1[CH:3]=[C:4]([CH:5]=[CH:6][C:7]=1[CH3:8])[CH2:9][C@@H:10]1[CH2:14][CH2:13][CH2:12][N:11]1[C:15]([O:17][C:18]([CH3:21])([CH3:20])[CH3:19])=[O:16]. Procedure details: Tert-butyl (2S)-2-{(3-fluoro-4-methylphenyl)[(1H-imidazol-1-yl carbonothioyl)oxy]methyl}pyrrolidine-1-carboxylate (0.83 g, 1.98 mmol), which had been obtained in Example 1 (1c), and a solution of tributyl tin hydride (1.73 g, 5.94 mmol) and 2,2′-azobis(isobutyronitrile) (0.07 g, 0.40 mmol) in toluene (4 mL) were stirred with heating under reflux for 6 hours. The reaction solution was cooled to room temperature. Water (20 mL) was added to the reaction solution, which was then extracted with ethyl... Reactants: FC=1C=C2C=CC(=NC2=CC1O)C (6-fluoro-2-methylquinolin-7-ol), C(=O)([O-])[O-].[Cs+].[Cs+] (Cs2CO3), CC1=CC=C(C=C1)S(=O)(=O)OC[C@@H](C)OC ((R)-2-methoxypropyl 4-methylbenzenesulfonate). The solvent is CN1CCCC1=O (NMP). Reaction conditions: temperature 80 celsius. Product: FC=1C=C2C=CC(=NC2=CC1OC[C@@H](C)OC)C ((R)-6-fluoro-7-(2-methoxypropoxy)-2-methylquinoline). Isolated yield 102.6%. As a reaction SMILES: [F:1][C:2]1[CH:3]=[C:4]2[C:9](=[CH:10][C:11]=1[OH:12])[N:8]=[C:7]([CH3:13])[CH:6]=[CH:5]2.C([O-])([O-])=O.[Cs+].[Cs+].CC1C=CC(S(O[CH2:31][C@H:32]([O:34][CH3:35])[CH3:33])(=O)=O)=CC=1>CN1C(=O)CCC1>[F:1][C:2]1[CH:3]=[C:4]2[C:9](=[CH:10][C:11]=1[O:12][CH2:31][C@H:32]([O:34][CH3:35])[CH3:33])[N:8]=[C:7]([CH3:13])[CH:6]=[CH:5]2 |f:1.2.3|. Procedure details: To a stirred mixture of 6-fluoro-2-methylquinolin-7-ol (0.200 g, 1.13 mmol), Cs2CO3 (0.552 g, 1.69 mmol) and NMP (2.3 mL) was added (R)-2-methoxypropyl 4-methylbenzenesulfonate (0.303 g, 1.24 mmol). The reaction mixture was heated at 80° C. for 1 hour. After cooling, the reaction was partitioned between toluene and water. The aqueous layer was extracted with toluene (2×). The combined organic layers were washed with water and brine, dried and concentrated. The residue was purified by flash chrom... Solvent: ClCCl (dichloromethane). Conditions: time 5 minute. Yields the product C(#N)C1=CC=C(C=C1)N1C(OC(C1)CN1CCC(CC1)C(=O)O)=O (1-(3-(4-cyanophenyl)-2-oxo-5-oxazolidinylmethyl)piperidine-4-carboxylic acid). As a reaction SMILES: [C:1]([C:3]1[CH:8]=[CH:7][C:6]([N:9]2[CH2:13][CH:12]([CH2:14][N:15]3[CH2:20][CH2:19][CH:18]([C:21]([O-:23])=[O:22])[CH2:17][CH2:16]3)[O:11][C:10]2=[O:24])=[CH:5][CH:4]=1)#[N:2].FC(F)(F)C(O)=O>ClCCl>[C:1]([C:3]1[CH:8]=[CH:7][C:6]([N:9]2[CH2:13][CH:12]([CH2:14][N:15]3[CH2:20][CH2:19][CH:18]([C:21]([OH:23])=[O:22])[CH2:17][CH2:16]3)[O:11][C:10]2=[O:24])=[CH:5][CH:4]=1)#[N:2]. Starting materials: C(#N)C1=CC=C(C=C1)N1C(OC(C1)CN1CCC(CC1)C(=O)[O-])=O (1-(3-(4-cyanophenyl)-2-oxo-5-oxazolidinylmethyl)piperidine-4-carboxylate), FC(C(=O)O)(F)F (trifluoroacetic acid). Procedure details: 1 g of tert-butyl (1-(3-(4-cyanophenyl)-2-oxo-5-oxazolidinylmethyl)piperidine-4-carboxylate is dissolved in 12 ml of dichloromethane, and 12 ml of trifluoroacetic acid are then added; the mixture is left to stand for 5 min., concentrated by evaporation and worked up in the customary manner; 1-(3-(4-cyanophenyl)-2-oxo-5-oxazolidinylmethyl)piperidine-4-carboxylic acid, FAB 330, is obtained.